From a dataset of the Open Reaction Database (ORD), a public repository of structured organic reaction records. describe an organic reaction: reactants, conditions, products, and yield Reactants: [BH4-], CS(C)=O, CC(=O)O, O=[N+]([O-])C=Cc1ccc(OCc2ccccn2)cc1, [Na+]. As a reaction SMILES: [BH4-:24].[CH3:20][S:21](=[O:22])[CH3:23].[CH3:26][C:27](=[O:28])[OH:29].[N+:1](=[O:2])([O-:3])[CH:4]=[CH:5][c:6]1[cH:7][cH:8][c:9]([O:10][CH2:11][c:12]2[n:13][cH:14][cH:15][cH:16][cH:17]2)[cH:18][cH:19]1.[Na+:25]>>[N+:1](=[O:2])([O-:3])[CH2:4][CH2:5][c:6]1[cH:7][cH:8][c:9]([O:10][CH2:11][c:12]2[n:13][cH:14][cH:15][cH:16][cH:17]2)[cH:18][cH:19]1. The product is O=[N+]([O-])CCc1ccc(OCc2ccccn2)cc1.